Dataset: the Open Reaction Database (ORD), a public repository of structured organic reaction records. Task: describe an organic reaction: reactants, conditions, products, and yield The reactants are CN(S(=O)(=O)Cl)C (dimethyl sulfamoyl chloride), FC(C(=O)O)(F)F.FC1=C(C=CC=C1F)CSC1=NC(=CC(=N1)NS(=O)(=O)N1CCNCC1)OC (N-[2-[[(2,3-Difluorophenyl)methyl]thio]-6-methoxypyrimidin-4-yl]piperazine-1-sulfonamide, trifluoroacetate salt), FC(C(=O)O)(F)F.FC1=C(C=CC=C1F)CSC1=NC(=CC(=N1)NS(=O)(=O)N1CCNCC1)OC (N-[2-[[(2,3-Difluorophenyl)methyl]thio]-6-methoxypyrimidin-4-yl]piperazine-1-sulfonamide, trifluoroacetate salt). The solvent is C(Cl)Cl (DCM). The product is CN(S(=O)(=O)N1CCN(CC1)S(=O)(=O)NC1=NC(=NC(=C1)OC)SCC1=C(C(=CC=C1)F)F)C (Piperazine-1,4-disulfonic acid [2-(2,3-difluoro-benzylsulfanyl)-6-methoxy-pyrimidin-4-yl]-amide dimethylamide). RXN SMILES: [CH3:1][N:2]([CH3:7])[S:3](Cl)(=[O:5])=[O:4].FC(F)(F)C(O)=O.[F:15][C:16]1[C:21]([F:22])=[CH:20][CH:19]=[CH:18][C:17]=1[CH2:23][S:24][C:25]1[N:30]=[C:29]([NH:31][S:32]([N:35]2[CH2:40][CH2:39][NH:38][CH2:37][CH2:36]2)(=[O:34])=[O:33])[CH:28]=[C:27]([O:41][CH3:42])[N:26]=1>C(Cl)Cl>[CH3:1][N:2]([CH3:7])[S:3]([N:38]1[CH2:39][CH2:40][N:35]([S:32]([NH:31][C:29]2[CH:28]=[C:27]([O:41][CH3:42])[N:26]=[C:25]([S:24][CH2:23][C:17]3[CH:18]=[CH:19][CH:20]=[C:21]([F:22])[C:16]=3[F:15])[N:30]=2)(=[O:33])=[O:34])[CH2:36][CH2:37]1)(=[O:5])=[O:4] |f:1.2|. Procedure: The title compound was prepared by adding dimethyl sulfamoyl chloride to a solution of N-[2-[[(2,3-Difluorophenyl)methyl]thio]-6-methoxypyrimidin-4-yl]piperazine-1-sulfonamide, trifluoroacetate salt (the product from example 36) (0.25 g) in DCM (5 mL). Purification was by reverse phase HPLC (symmetry as the stationary phase and TFA/acetonitrile as the mobile phase) then titurated with Toluene, DCM followed by Et2O to give the title compound as a white solid. Yield: 0.11 g